From a dataset of the Open Reaction Database (ORD), a public repository of structured organic reaction records. describe an organic reaction: reactants, conditions, products, and yield Reactants: solution, CCCC[N+](CCCC)(CCCC)CCCC.[F-] (TBAF), C1CCOC1 (THF), NC1=CC=C(C=N1)CNC(=O)C=1C=2C=NN(C2C=CC1)C1=CC=C(C=C1)F (1-(4-fluoro-phenyl)-1H-indazole-4-carboxylic acid (6-amino-pyridin-3-ylmethyl)-amide), CCN(C(C)C)C(C)C (DIEA), CS(=O)(=O)Cl (methanesulfonyl chloride). Solvent: ClCCl (dichloromethane), C(Cl)Cl (CH2Cl2). Reaction conditions: temperature 0 celsius. Product: CS(=O)(=O)NC1=CC=C(C=N1)CNC(=O)C=1C=2C=NN(C2C=CC1)C1=CC=C(C=C1)F (1-(4-Fluoro-phenyl)-1H-indazole-4-carboxylic acid (6-methanesulfonylamino-pyridin-3-ylmethyl)-amide). As a reaction SMILES: [NH2:1][C:2]1[N:7]=[CH:6][C:5]([CH2:8][NH:9][C:10]([C:12]2[C:13]3[CH:14]=[N:15][N:16]([C:21]4[CH:26]=[CH:25][C:24]([F:27])=[CH:23][CH:22]=4)[C:17]=3[CH:18]=[CH:19][CH:20]=2)=[O:11])=[CH:4][CH:3]=1.CCN(C(C)C)C(C)C.[CH3:37][S:38](Cl)(=[O:40])=[O:39].CCCC[N+](CCCC)(CCCC)CCCC.[F-].C1COCC1>ClCCl>[CH3:37][S:38]([NH:1][C:2]1[N:7]=[CH:6][C:5]([CH2:8][NH:9][C:10]([C:12]2[C:13]3[CH:14]=[N:15][N:16]([C:21]4[CH:22]=[CH:23][C:24]([F:27])=[CH:25][CH:26]=4)[C:17]=3[CH:18]=[CH:19][CH:20]=2)=[O:11])=[CH:4][CH:3]=1)(=[O:40])=[O:39] |f:3.4|. Procedure details: To a solution of 1-(4-fluoro-phenyl)-1H-indazole-4-carboxylic acid (6-amino-pyridin-3-ylmethyl)-amide (40.0 mg, 0.111 mmol) in dichloromethane (1.0 mL) was added DIEA (0.15 mL, 0.89 mmol). The solution was cooled to 0° C., treated with methanesulfonyl chloride (0.021 mL, 0.28 mmol), and gradually allowed to warm to room temperature. The solution was diluted CH2Cl2 (20 mL) and washed with saturated aqueous NH4Cl (3×10 mL), saturated aqueous NaHCO3 (10 mL) and brine (10 mL). The organic layer was ... The reactants are C(C)(C)(C)OC(NC1=CC=C(C=C1)C=O)=O ((4-formylphenyl)carbamic acid tert-butyl ester), Cl.NO (hydroxylamine hydrochloride), C(C)(=O)[O-].[Na+] (sodium acetate), O (water). The solvent is C(C)O (ethanol). Product: C(C)(C)(C)OC(NC1=CC=C(C=C1)C=NO)=O ([4-(Hydroxyiminomethyl)phenyl]carbamic acid tert-butyl ester). The yield is 75.9%. As a reaction SMILES: [C:1]([O:5][C:6](=[O:16])[NH:7][C:8]1[CH:13]=[CH:12][C:11]([CH:14]=O)=[CH:10][CH:9]=1)([CH3:4])([CH3:3])[CH3:2].Cl.[NH2:18][OH:19].C([O-])(=O)C.[Na+].O>C(O)C>[C:1]([O:5][C:6](=[O:16])[NH:7][C:8]1[CH:13]=[CH:12][C:11]([CH:14]=[N:18][OH:19])=[CH:10][CH:9]=1)([CH3:4])([CH3:3])[CH3:2] |f:1.2,3.4|. Procedure: A solution of (4-formylphenyl)carbamic acid tert-butyl ester (1.0 g), hydroxylamine hydrochloride (0.31 g), and sodium acetate (0.37 g) in ethanol (8.5 mL)/water(1.5 mL) is heated at reflux temperature for 1 hour. The mixture is cooled to ambient temperature and partitioned between diethyl ether and water. The aqueous layer is back-extracted with diethyl ether and the combined organic extracts are washed with saturated sodium chloride, dried over anhydrous sodium sulfate and concentrated under r... Solvent: CO (methanol). Reported procedure: from N-ethyl-10-chloro-N-(2-methoxyethyl)-4-oxo-3-phenyl-4H-pyrido[2,1-a]phthalazine-1-carboxamide in methanol/glacial acetic acid (10:1), but without the addition of saturated methanolic hydrochloric acid, there is obtained N-ethyl-10-chloro-6,7-dihydro-N-(2-methoxyethyl)-4-oxo-3-phenyl-4H-pyrido[2,1-a]phthalazine-1-carboxamide of m.p. 184°-185° (ethyl acetate); Product: C(C)N(C(=O)C=1C=C(C(N2C1C1=CC(=CC=C1CN2)Cl)=O)C2=CC=CC=C2)CCOC (N-ethyl-10-chloro-6,7-dihydro-N-(2-methoxyethyl)-4-oxo-3-phenyl-4H-pyrido[2,1-a]phthalazine-1-carboxamide). As a reaction SMILES: [CH2:1]([N:3]([CH2:28][CH2:29][O:30][CH3:31])[C:4]([C:6]1[CH:7]=[C:8]([C:22]2[CH:27]=[CH:26][CH:25]=[CH:24][CH:23]=2)[C:9](=[O:21])[N:10]2[N:19]=[CH:18][C:17]3[C:12](=[CH:13][C:14]([Cl:20])=[CH:15][CH:16]=3)[C:11]=12)=[O:5])[CH3:2].Cl.C(OCC)(=O)C>CO>[CH2:1]([N:3]([CH2:28][CH2:29][O:30][CH3:31])[C:4]([C:6]1[CH:7]=[C:8]([C:22]2[CH:27]=[CH:26][CH:25]=[CH:24][CH:23]=2)[C:9](=[O:21])[N:10]2[NH:19][CH2:18][C:17]3[C:12](=[CH:13][C:14]([Cl:20])=[CH:15][CH:16]=3)[C:11]=12)=[O:5])[CH3:2]. Starting materials: C(C)(=O)OCC (ethyl acetate), C(C)N(C(=O)C=1C=C(C(N2C1C1=CC(=CC=C1C=N2)Cl)=O)C2=CC=CC=C2)CCOC (N-ethyl-10-chloro-N-(2-methoxyethyl)-4-oxo-3-phenyl-4H-pyrido[2,1-a]phthalazine-1-carboxamide), Cl (hydrochloric acid). The reactants are ClC1=CC=CC(=N1)OC(C(=O)O)(C)C (2-(6-Chloro-pyridin-2-yloxy)-2-methyl-propionic acid), NC1=NC=CC=C1N (2,3-diaminopyridine), CCN=C=NCCCN(C)C (EDCI). Run in CN(C)C=O (DMF). Run at temperature 0 celsius, time 4 hour. Yields the product NC=1C(=NC=CC1)NC(C(C)(C)OC1=NC(=CC=C1)Cl)=O (N-(3-Amino-pyridin-2-yl)-2-(6-chloro-pyridin-2-yloxy)-2-methyl-propionamide). Yield: 73.4%. RXN SMILES: [Cl:1][C:2]1[N:7]=[C:6]([O:8][C:9]([CH3:14])([CH3:13])[C:10]([OH:12])=O)[CH:5]=[CH:4][CH:3]=1.[NH2:15][C:16]1[C:21]([NH2:22])=[CH:20][CH:19]=[CH:18][N:17]=1.CCN=C=NCCCN(C)C>CN(C=O)C>[NH2:22][C:21]1[C:16]([NH:15][C:10](=[O:12])[C:9]([O:8][C:6]2[CH:5]=[CH:4][CH:3]=[C:2]([Cl:1])[N:7]=2)([CH3:14])[CH3:13])=[N:17][CH:18]=[CH:19][CH:20]=1. Procedure: 2-(6-Chloro-pyridin-2-yloxy)-2-methyl-propionic acid (0.53 g, 2.4 mmol) and 2,3-diaminopyridine (0.268 g, 2.4 mmol) were dissolved in DMF (5 ml) cooled to 0° C. and added EDCI (0.62 g, 3.2 mmol) and stirred for 4 h. The reaction mixture was extracted in EtOAc (30 ml) and washed with brine (2×10 ml) dried over Na2SO4 and concentrated under reduced pressure to obtain crude product. The product was purified on silica gel to yield N-(3-Amino-pyridin-2-yl)-2-(6-chloro-pyridin-2-yloxy)-2-methyl-propio...